This data is from the Open Reaction Database (ORD), a public repository of structured organic reaction records. The task is: describe an organic reaction: reactants, conditions, products, and yield Reactants: CC=1NC(=C(C(C1C(=O)OCC)C1=C(C=CC=C1)C(F)(F)F)C(=O)OCC)C=O (diethyl 2-methyl-4-(2-trifluoromethylphenyl)-6-formyl-1,4-dihydropyridine-3,5-dicarboxylate), resultant mixture, Cl (hydrochloric acid), [BH4-].[Na+] (sodium borohydride), resultant mixture. The solvent is C(C)O (ethanol). The product is CC=1NC(=C(C(C1C(=O)OCC)C1=C(C=CC=C1)C(F)(F)F)C(=O)OCC)CO (diethyl 2-methyl-4-(2-trifluoromethylphenyl)-6-hydroxymethyl-1,4-dihydropyridine-3,5-dicarboxylate). Reaction SMILES: [CH3:1][C:2]1[NH:3][C:4]([CH:28]=[O:29])=[C:5]([C:23]([O:25][CH2:26][CH3:27])=[O:24])[CH:6]([C:13]2[CH:18]=[CH:17][CH:16]=[CH:15][C:14]=2[C:19]([F:22])([F:21])[F:20])[C:7]=1[C:8]([O:10][CH2:11][CH3:12])=[O:9].[BH4-].[Na+].Cl>C(O)C>[CH3:1][C:2]1[NH:3][C:4]([CH2:28][OH:29])=[C:5]([C:23]([O:25][CH2:26][CH3:27])=[O:24])[CH:6]([C:13]2[CH:18]=[CH:17][CH:16]=[CH:15][C:14]=2[C:19]([F:22])([F:20])[F:21])[C:7]=1[C:8]([O:10][CH2:11][CH3:12])=[O:9] |f:1.2|. Procedure: To a solution of diethyl 2-methyl-4-(2-trifluoromethylphenyl)-6-formyl-1,4-dihydropyridine-3,5-dicarboxylate (1.0 g) in ethanol (20 ml) was gradually added sodium borohydride (92 mg) under stirring and ice-cooling and the resultant mixture was further stirred for 25 minutes. The resultant mixture was adjusted with 0.1 N hydrochloric acid to pH 4 to 5. The ethanol was removed under reduced pressure without heating so much, and water was added to the residue to give crystals. The crystals were col... Reactants: CC(c1ccc(F)cc1)C(NC(=O)OC(C)(C)C)C(=O)N1CCCC1C(N)=O, CCOC(C)=O, Clc1nc(Cl)nc(Cl)n1, CN(C)C=O. The product is CC(c1ccc(F)cc1)C(NC(=O)OC(C)(C)C)C(=O)N1CCCC1C#N. RXN SMILES: [C:1]([CH3:2])([CH3:3])([CH3:4])[O:5][C:6](=[O:7])[NH:8][CH:9]([CH:10]([c:11]1[cH:12][cH:13][c:14]([F:17])[cH:15][cH:16]1)[CH3:18])[C:19](=[O:20])[N:21]1[CH:22]([C:23](=[O:24])[NH2:25])[CH2:26][CH2:27][CH2:28]1.[CH3:43][CH2:44][O:45][C:46](=[O:47])[CH3:48].[Cl:29][c:30]1[n:31][c:32]([Cl:33])[n:34][c:35]([Cl:36])[n:37]1.[O:38]=[CH:39][N:40]([CH3:41])[CH3:42]>>[C:1]([CH3:2])([CH3:3])([CH3:4])[O:5][C:6](=[O:7])[NH:8][CH:9]([CH:10]([c:11]1[cH:12][cH:13][c:14]([F:17])[cH:15][cH:16]1)[CH3:18])[C:19](=[O:20])[N:21]1[CH:22]([C:23]#[N:25])[CH2:26][CH2:27][CH2:28]1. Reactants: CC(C)O, O=CCCCCl, NCCc1c[nH]c2ccccc12, O=S(=O)(O)O, Cc1ccccc1C. Yields the product ClCCCC1NCCc2c1[nH]c1ccccc21. As a reaction SMILES: [CH:7]([OH:8])([CH3:9])[CH3:10].[Cl:1][CH2:2][CH2:3][CH2:4][CH:5]=[O:6].[NH2:11][CH2:12][CH2:13][c:14]1[cH:15][nH:16][c:17]2[cH:18][cH:19][cH:20][cH:21][c:22]12.[S:23](=[O:24])(=[O:25])([OH:26])[OH:27].[c:28]1([CH3:29])[c:30]([CH3:31])[cH:32][cH:33][cH:34][cH:35]1>>[Cl:1][CH2:2][CH2:3][CH2:4][CH:5]1[NH:11][CH2:12][CH2:13][c:14]2[c:15]1[nH:16][c:17]1[cH:18][cH:19][cH:20][cH:21][c:22]21. Starting materials: [Br-], O=C(Cl)Oc1ccc(Oc2ccc(C(F)(F)F)cn2)cc1, [K+], c1ccc2c(CN3CCNCC3)cccc2c1. Reaction SMILES: [Br-:39].[Cl:1][C:2](=[O:3])[O:4][c:5]1[cH:6][cH:7][c:8]([O:11][c:12]2[n:13][cH:14][c:15]([C:18]([F:19])([F:20])[F:21])[cH:16][cH:17]2)[cH:9][cH:10]1.[K+:40].[c:22]1([CH2:32][N:33]2[CH2:34][CH2:35][NH:36][CH2:37][CH2:38]2)[cH:23][cH:24][cH:25][c:26]2[cH:27][cH:28][cH:29][cH:30][c:31]12>>[C:2](=[O:3])([O:4][c:5]1[cH:6][cH:7][c:8]([O:11][c:12]2[n:13][cH:14][c:15]([C:18]([F:19])([F:20])[F:21])[cH:16][cH:17]2)[cH:9][cH:10]1)[N:36]1[CH2:35][CH2:34][N:33]([CH2:32][c:22]2[cH:23][cH:24][cH:25][c:26]3[cH:27][cH:28][cH:29][cH:30][c:31]23)[CH2:38][CH2:37]1.[ClH:1]. The product is O=C(Oc1ccc(Oc2ccc(C(F)(F)F)cn2)cc1)N1CCN(Cc2cccc3ccccc23)CC1, Cl. Reaction SMILES: [Br:14][CH2:15][CH2:16][CH2:17][N:18]1[C:19](=[O:28])[c:20]2[c:21]([cH:24][cH:25][cH:26][cH:27]2)[C:22]1=[O:23].[H-:12].[Na+:13].[O:29]=[CH:30][N:31]([CH3:32])[CH3:33].[c:1]1(-[c:7]2[nH:8][cH:9][cH:10][n:11]2)[cH:2][cH:3][cH:4][cH:5][cH:6]1>>[c:1]1(-[c:7]2[n:8][cH:9][cH:10][n:11]2[CH2:15][CH2:16][CH2:17][N:18]2[C:19](=[O:28])[c:20]3[c:21]([cH:24][cH:25][cH:26][cH:27]3)[C:22]2=[O:23])[cH:2][cH:3][cH:4][cH:5][cH:6]1. Starting materials: O=C1c2ccccc2C(=O)N1CCCBr, [H-], [Na+], CN(C)C=O, c1ccc(-c2ncc[nH]2)cc1. Yields the product O=C1c2ccccc2C(=O)N1CCCn1ccnc1-c1ccccc1. Reactants: CC(=O)C1=C(C=CC(=C1)OC)O (2-hydroxy-5-methoxyacetophenone), CC(=O)C (acetone), C(C)(=O)OCC (ethyl acetate), CC(=O)C (acetone), N1CCCC1 (pyrrolidine). The reagents and catalysts are N1CCCC1 (pyrrolidine). Solvent: C1(=CC=CC=C1)C (toluene), hexanes. Reaction conditions: time 3 hour. Yields the product COC=1C=C2C(CC(OC2=CC1)(C)C)=O (6-Methoxy-2,2-dimethylchroman-4-one). Yield: 52.8%. RXN SMILES: [CH3:1][C:2]([C:4]1[CH:9]=[C:8]([O:10][CH3:11])[CH:7]=[CH:6][C:5]=1[OH:12])=[O:3].[CH3:13][C:14]([CH3:16])=O.N1CCCC1.C(OCC)(=O)C>C1(C)C=CC=CC=1.N1CCCC1>[CH3:11][O:10][C:8]1[CH:9]=[C:4]2[C:5](=[CH:6][CH:7]=1)[O:12][C:14]([CH3:16])([CH3:13])[CH2:1][C:2]2=[O:3]. Reported procedure: A mixture of 48.9 g (0.294 mole) 2-hydroxy-5-methoxyacetophenone, 32 mL (0.441 mole) acetone and 12 mL (0.147 mmole) pyrrolidine in 300 mL toluene was stirred at room temperature for 3 hours, then refluxed over a Dean-Stark trap for 3 hours. An additional 32 mL (0.441 mole) acetone and 12 mL (0.147 mole) pyrrolidine was added and the mixture again refluxed over the Dean-Stark trap for 18 hours. The mixture was concentrated, poured into water, basified, and extracted with ether. The ether extract... Starting materials: [Al+3], S=C=S, c1ccc2c(c1)CCCC2, CC(=O)Cl, [Cl-], [Cl-], [Cl-]. Product: CC(=O)c1ccc2c(c1)CCCC2. RXN SMILES: [Al+3:2].[C:19](=[S:20])=[S:21].[CH2:5]1[CH2:6][CH2:7][CH2:8][c:9]2[cH:10][cH:11][cH:12][cH:13][c:14]21.[CH3:15][C:16]([Cl:17])=[O:18].[Cl-:1].[Cl-:3].[Cl-:4]>>[CH2:5]1[CH2:6][CH2:7][CH2:8][c:9]2[cH:10][c:11]([C:16]([CH3:15])=[O:18])[cH:12][cH:13][c:14]21.